This data is from the Open Reaction Database (ORD), a public repository of structured organic reaction records. The task is: describe an organic reaction: reactants, conditions, products, and yield The reactants are ClC=1C=C2C=C(N(C2=CC1)CC(=O)O)C ((5-chloro-2-methylindol-1-yl)acetic acid), C([O-])([O-])=O.[K+].[K+] (potassium carbonate), BrCC(=O)OC (methyl bromoacetate). The solvent is CN(C=O)C (N,N-dimethylformamide). Conditions: temperature 60 celsius, time 2 day. Yields the product COC(CN1C(=CC2=CC(=CC=C12)Cl)C)=O ((5-chloro-2-methylindol-1-yl)acetic acid methyl ester). The yield is 101.6%. RXN SMILES: [Cl:1][C:2]1[CH:3]=[C:4]2[C:8](=[CH:9][CH:10]=1)[N:7]([CH2:11][C:12]([OH:14])=[O:13])[C:6]([CH3:15])=[CH:5]2.[C:16](=O)([O-])[O-].[K+].[K+].BrCC(OC)=O>CN(C)C=O>[CH3:16][O:13][C:12](=[O:14])[CH2:11][N:7]1[C:8]2[C:4](=[CH:3][C:2]([Cl:1])=[CH:10][CH:9]=2)[CH:5]=[C:6]1[CH3:15] |f:1.2.3|. Procedure details: A mixture of (5-chloro-2-methylindol-1-yl)acetic acid (25 g), potassium carbonate (100 g) and N,N-dimethylformamide (220 mL) was treated dropwise with methyl bromoacetate (37 g), and the resulting mixture was stirred at 60° C. for 2 days. The mixture was cooled to room temperature and partitioned between water and ethyl acetate. The aqueous layer was extracted with ethyl acetate and the combined organic solution was washed with saturated aqueous sodium chloride solution, dried over sodium sulfat... The reactants are O (water), OC=1C=C(C(=O)O)C=C(C1)C(F)(F)F (3-Hydroxy-5-trifluoromethylbenzoic acid), CN(C)C=O (DMF), C([O-])([O-])=O.[K+].[K+] (potassium carbonate), CI (methyl iodide). Reaction conditions: time 8 hour. Product: COC=1C=C(C(=O)OC)C=C(C1)C(F)(F)F (Methyl 3-methoxy-5-trifluoromethylbenzoate). As a reaction SMILES: [OH:1][C:2]1[CH:3]=[C:4]([CH:8]=[C:9]([C:11]([F:14])([F:13])[F:12])[CH:10]=1)[C:5](O)=[O:6].CI.[C:17](=O)([O-])[O-].[K+].[K+].O.CN([CH:27]=[O:28])C>>[CH3:17][O:1][C:2]1[CH:3]=[C:4]([CH:8]=[C:9]([C:11]([F:14])([F:13])[F:12])[CH:10]=1)[C:5]([O:28][CH3:27])=[O:6] |f:2.3.4|. Reported procedure: 3-Hydroxy-5-trifluoromethylbenzoic acid (2 g) was initially charged at RT in DMF (15 ml) while stirring, and admixed dropwise with methyl iodide (3.0 ml). After adding potassium carbonate (5.6 g), the mixture was stirred for 5 h and left to stand overnight. It was then admixed with water and extracted three times with MtB ether. The combined MTB ether phases were dried over sodium sulfate, filtered and concentrated. 2.29 g of the title compound were obtained.